This data is from the Open Reaction Database (ORD), a public repository of structured organic reaction records. The task is: describe an organic reaction: reactants, conditions, products, and yield Reactants: C (charcoal), 26,36g, C(C)OC(=O)C=1N=C(SC1)OC1=CC(=CC=C1)Cl (ethyl-2-(3-chlorophenoxy)thiazole-4-carboxylate), [OH-].[Na+] (NaOH). Run in O (water). Reaction conditions: temperature 60 celsius, time 16 hour. Yields the product ClC=1C=C(OC=2SC=C(N2)C(=O)O)C=CC1 (2-(3-chlorophenoxy)thiazole-4-carboxylic acid). The yield is 94.7%. Reaction SMILES: C([O:3][C:4]([C:6]1[N:7]=[C:8]([O:11][C:12]2[CH:17]=[CH:16][CH:15]=[C:14]([Cl:18])[CH:13]=2)[S:9][CH:10]=1)=[O:5])C.[OH-].[Na+].C>O>[Cl:18][C:14]1[CH:13]=[C:12]([CH:17]=[CH:16][CH:15]=1)[O:11][C:8]1[S:9][CH:10]=[C:6]([C:4]([OH:5])=[O:3])[N:7]=1 |f:1.2|. Procedure: A mixture of 26,36g (92.9 mmol) ethyl-2-(3-chlorophenoxy)thiazole-4-carboxylate (prepared analogously to the procedures of Example 1c), 7.5 g (187.5 mmol) NaOH and 300 ml of water was stirred 1 hour at 60° C. and 16 hours at room temperature. After adding a small amount of charcoal the yellow solution was stirred 10 minutes at room temperature and the charcoal separated by silica gel filtration. The filtrate was acidified with conc. HCl and the precipitate was collected and dried to give 22.5 g ... The reactants are ( I )/(II)100/55, C=CC1=CC=CC=C1 (styrene), C(C(=C)C)(=O)O (methacrylic acid). The product is C=CC=C (butadiene), C=CC1=CC=CC=C1 (styrene). RXN SMILES: [CH2:1]=[CH:2][C:3]1[CH:8]=[CH:7][CH:6]=[CH:5][CH:4]=1.C(O)(=O)C(C)=C>>[CH2:1]=[CH:2][CH:3]=[CH2:4].[CH2:1]=[CH:2][C:3]1[CH:8]=[CH:7][CH:6]=[CH:5][CH:4]=1. Procedure: In the same way as in Example 1, 99 parts of styrene and 1 part of methacrylic acid were polymerized. The polymerization conversion was 98%, and the average particle size was about 0.6μ. Ten parts, in terms of solids, of the polymer particle dispersion obtained, 2.5 parts of butadiene and 7.5 parts of styrene were polymerized in the same way as in Example 1. The polymerization conversion was 55% (the weight ratio (I)/(II)100/55). Starting materials: ClC1=CC=2C3=C(N(C2C=C1)C)C(N(N=C3CC#N)C3=CC=CC=C3)=O (8-chloro-5-methyl-4-oxo-3-phenyl-3,5-dihydro-4H-pyridazino[4,5-b]indole-1-acetonitrile), C(C)(=O)O (acetic acid). The solvent is Cl (hydrochloric acid). Product: ClC1=CC=2C3=C(N(C2C=C1)C)C(N(N=C3CC(=O)O)C3=CC=CC=C3)=O (8-Chloro-5-methyl-4-oxo-3-phenyl-3,5-dihydro-4H-pyridazino[4,5-b]indole-1-acetic acid). Reaction SMILES: [Cl:1][C:2]1[CH:10]=[CH:9][C:8]2[N:7]([CH3:11])[C:6]3[C:12](=[O:25])[N:13]([C:19]4[CH:24]=[CH:23][CH:22]=[CH:21][CH:20]=4)[N:14]=[C:15](CC#N)[C:5]=3[C:4]=2[CH:3]=1.[C:26]([OH:29])(=[O:28])[CH3:27]>Cl>[Cl:1][C:2]1[CH:10]=[CH:9][C:8]2[N:7]([CH3:11])[C:6]3[C:12](=[O:25])[N:13]([C:19]4[CH:24]=[CH:23][CH:22]=[CH:21][CH:20]=4)[N:14]=[C:15]([CH2:27][C:26]([OH:29])=[O:28])[C:5]=3[C:4]=2[CH:3]=1. Reported procedure: A solution of 10 g (28 mmol) of 8-chloro-5-methyl-4-oxo-3-phenyl-3,5-dihydro-4H-pyridazino[4,5-b]indole-1-acetonitrile in a mixture of 200 ml of concentrated hydrochloric acid and of 200 ml of acetic acid is heated at 100° C. for 4 h. The solution is concentrated under reduced pressure, the residue is taken up in 250 ml of water and the precipitate is collected by filtration. It is washed with water and dried under reduced pressure. 10.2 g (27 mmol) of solid are obtained. The reactants are C1(CC=CC1)C=1C=CC(=C2C(N(CC12)C)=O)NC(OC(C)(C)C)=O (tert-butyl [7-(cyclopent-3-en-1-yl)-2-methyl-3-oxo-2,3-dihydro-1H-isoindol-4-yl]carbamate), C1(CC=CC1)C=1C=CC(=C2C(N(CC12)C)=O)NC(OC(C)(C)C)=O (tert-butyl [7-(cyclopent-3-en-1-yl)-2-methyl-3-oxo-2,3-dihydro-1H-isoindol-4-yl]carbamate), C[N+]1(CCOCC1)[O-] (N-methylmorpholine N-oxide), potassium osmate dihydrate, O (H2O). Solvent: CC(C)(C)O (t-BuOH), CCOC(=O)C (EtOAc). Conditions: time 8 hour. Yields the product OC1CC(CC1O)C=1C=CC(=C2C(N(CC12)C)=O)NC(OC(C)(C)C)=O (tert-Butyl [7-(3,4-dihydroxycyclopentyl)-2-methyl-3-oxo-2,3-dihydro-1H-isoindol-4-yl]carbamate). Yield: 99.0%. As a reaction SMILES: [CH:1]1([C:6]2[CH:7]=[CH:8][C:9]([NH:17][C:18](=[O:24])[O:19][C:20]([CH3:23])([CH3:22])[CH3:21])=[C:10]3[C:14]=2[CH2:13][N:12]([CH3:15])[C:11]3=[O:16])[CH2:5][CH:4]=[CH:3][CH2:2]1.C[N+]1([O-])CC[O:29]CC1.[OH2:33]>CC(O)(C)C.CCOC(C)=O>[OH:33][CH:4]1[CH:3]([OH:29])[CH2:2][CH:1]([C:6]2[CH:7]=[CH:8][C:9]([NH:17][C:18](=[O:24])[O:19][C:20]([CH3:21])([CH3:23])[CH3:22])=[C:10]3[C:14]=2[CH2:13][N:12]([CH3:15])[C:11]3=[O:16])[CH2:5]1. Reported procedure: To a solution of tert-butyl [7-(cyclopent-3-en-1-yl)-2-methyl-3-oxo-2,3-dihydro-1H-isoindol-4-yl]carbamate (Compound 243C: 33 mg, 0.10 mmol) in t-BuOH (1 mL) and H2O (1 mL) were added N-methylmorpholine N-oxide (14 mg, 0.12 mmol) and potassium osmate dihydrate (0.37 mg, 0.0010 mmol). The resulting mixture was stirred at rt overnight. The mixture was diluted with EtOAc (30 mL), washed with brine (10 mL), and dried over anhydrous sodium sulfate. The solvents were evaporated under reduced pressure ... Reactants: EtOAc Hexanes, OO.NC(=O)N (urea hydrogen peroxide), FC(C(=O)OC(C(F)(F)F)=O)(F)F (trifluoroacetic anhydride), ClC1=NC=C(C=C1)C(F)(F)F (2-chloro-5-trifluoromethylpyridine). The solvent is C(Cl)Cl (DCM). Run at time 22 hour. Product: ClC1=[N+](C=C(C=C1)C(F)(F)F)[O-] (2-Chloro-5-trifluoromethylpyridine-N-oxide). RXN SMILES: [Cl:1][C:2]1[CH:7]=[CH:6][C:5]([C:8]([F:11])([F:10])[F:9])=[CH:4][N:3]=1.OO.NC(N)=[O:16].FC(F)(F)C(OC(=O)C(F)(F)F)=O>C(Cl)Cl>[Cl:1][C:2]1[CH:7]=[CH:6][C:5]([C:8]([F:9])([F:10])[F:11])=[CH:4][N+:3]=1[O-:16] |f:1.2|. Procedure details: Cool a DCM (500 mL) solution of 2-chloro-5-trifluoromethylpyridine (96 g, 529 mmol) to 0° C. in an ice bath. Add urea hydrogen peroxide (105 g, 1111 mmol), followed by dropwise addition of trifluoroacetic anhydride (147 mL, 1058 mmol), and allow the reaction mixture to reach room temperature. After 22 hours, TLC (50% EtOAc/Hexanes) shows only a trace amount of starting material. Quench the reaction with sat. aqueous Na2S2O3 and stir for 15 minutes to destroy any residual peroxides. Then, pour th... The reactants are COC1=CC=C(C(=O)C2CCN(CC2)C2C(NCC2)=O)C=C1 (3-[4-(4-methoxy-benzoyl)-piperidin-1-yl]-pyrrolidin-2-one), ClCC=1NC(C2=C(N1)C=CS2)=O (2-chloromethyl-3H-thieno[3,2-d]pyrimidin-4-one), [H-].[Na+] (sodium hydride). Solvent: CCOCC (ether), C1CCOC1 (THF). Conditions: temperature 70 celsius. Yields the product COC1=CC=C(C(=O)C2CCN(CC2)C2C(N(CC2)CC=2NC(C3C(N2)C=CS3)=O)=O)C=C1 (2-{3-[4-(4-Methoxy-benzoyl)-piperidin-1-yl]-2-oxo-pyrrolidin-1-ylmethyl}-4a,7a-dihydro-3H-thieno[3,2-d]pyrimidin-4-one). Yield: 91.2%. As a reaction SMILES: [CH3:1][O:2][C:3]1[CH:22]=[CH:21][C:6]([C:7]([CH:9]2[CH2:14][CH2:13][N:12]([CH:15]3[CH2:19][CH2:18][NH:17][C:16]3=[O:20])[CH2:11][CH2:10]2)=[O:8])=[CH:5][CH:4]=1.Cl[CH2:24][C:25]1[NH:26][C:27](=[O:34])[C:28]2[S:33][CH:32]=[CH:31][C:29]=2[N:30]=1.[H-].[Na+]>C1COCC1.CCOCC>[CH3:1][O:2][C:3]1[CH:4]=[CH:5][C:6]([C:7]([CH:9]2[CH2:14][CH2:13][N:12]([CH:15]3[CH2:19][CH2:18][N:17]([CH2:24][C:25]4[NH:26][C:27](=[O:34])[CH:28]5[S:33][CH:32]=[CH:31][CH:29]5[N:30]=4)[C:16]3=[O:20])[CH2:11][CH2:10]2)=[O:8])=[CH:21][CH:22]=1 |f:2.3|. Reported procedure: To a solution of 3-[4-(4-methoxy-benzoyl)-piperidin-1-yl]-pyrrolidin-2-one (0.165 mmol, 50 mg) and 2-chloromethyl-3H-thieno[3,2-d]pyrimidin-4-one (0.165 mmol, 33 mg) in THF (2 mL) was added sodium hydride (60%, 0.331 mmol, 23 mg) and heated to 70° C. for 1 hour. The reaction was allowed to cool to ambient temperature, diluted with 10 mL of ether, and the resulting solid in suspension was filtered and dried under vacuum provided the title compound as an off-white solid (70.5 mg, 95.4% yield). HRM...